From a dataset of the Open Reaction Database (ORD), a public repository of structured organic reaction records. describe an organic reaction: reactants, conditions, products, and yield Starting materials: C(C)(C)C=1C(NC(NC1OC1=CC(=CC(=C1)C)C)=O)=O (5-Isopropyl-6-(3,5-dimethylphenoxy)-2,4-pyrimidinedione), C1(=CC=C(C=C1)S(=O)(=O)OCC1CCCCC1)C ((cyclohexyl)methyl para-toluenesulfonate). Yields the product C1(CCCCC1)CN1C(NC(C(=C1OC1=CC(=CC(=C1)C)C)C(C)C)=O)=O (1-(Cyclohexyl)methyl-5-isopropyl-6-(3,5-dimethylphenoxy)-2,4-pyrimidinedione). The yield is 54.3%. As a reaction SMILES: [CH:1]([C:4]1[C:5](=[O:20])[NH:6][C:7](=[O:19])[NH:8][C:9]=1[O:10][C:11]1[CH:16]=[C:15]([CH3:17])[CH:14]=[C:13]([CH3:18])[CH:12]=1)([CH3:3])[CH3:2].[C:21]1([CH3:38])[CH:26]=[CH:25][C:24](S(OCC2CCCCC2)(=O)=O)=[CH:23][CH:22]=1>>[CH:21]1([CH2:38][N:8]2[C:9]([O:10][C:11]3[CH:12]=[C:13]([CH3:18])[CH:14]=[C:15]([CH3:17])[CH:16]=3)=[C:4]([CH:1]([CH3:3])[CH3:2])[C:5](=[O:20])[NH:6][C:7]2=[O:19])[CH2:26][CH2:25][CH2:24][CH2:23][CH2:22]1. Procedure details: 5-Isopropyl-6-(3,5-dimethylphenoxy)-2,4-pyrimidinedione and (cyclohexyl)methyl para-toluenesulfonate were reacted by the same way with the example 1 to obtain the titled compound (201 mg, yield: 54.3%). Reactants: NC1=CC(NC(N1CCCCC)=S)=O (6-Amino-1-pentyl-2-thioxo-2,3-dihydropyrimidin-4(1H)-one), N(=O)[O-].[Na+] (sodium nitrite), O (water). The solvent is C(C)(=O)O (acetic acid). Run at temperature 75 celsius, time 1 hour. Product: NC1=C(C(NC(N1CCCCC)=S)=O)N=O (6-Amino-5-nitroso-1-pentyl-2-thioxo-2,3-dihydropyrimidin-4(1H)-one). As a reaction SMILES: [NH2:1][C:2]1[N:7]([CH2:8][CH2:9][CH2:10][CH2:11][CH3:12])[C:6](=[S:13])[NH:5][C:4](=[O:14])[CH:3]=1.[N:15]([O-])=[O:16].[Na+].O>C(O)(=O)C>[NH2:1][C:2]1[N:7]([CH2:8][CH2:9][CH2:10][CH2:11][CH3:12])[C:6](=[S:13])[NH:5][C:4](=[O:14])[C:3]=1[N:15]=[O:16] |f:1.2|. Procedure details: 6-Amino-1-pentyl-2-thioxo-2,3-dihydropyrimidin-4(1H)-one (8.0 g, 0.038 mol) was mixed with sodium nitrite (3.1 g, 0.045 mol) in acetic acid (120 mL). The mixture was stirred at 75° C. for 1 h. The color of the reaction mixture became pink and then purple. The solution was allowed to cool down to room temperature, and water (40 mL) was added. The solid was collected by suction filtration and washed with water (50 mL) to produce the desired product, which was used directly for next step without fu... The reactants are CSc1ccc(C=C2C(C)=C(CC(=O)O)c3cc(C#N)ccc32)cc1, CO, CC(C)=O, [O-][I+3]([O-])([O-])[O-], [Na+], O. Product: CC1=C(CC(=O)O)c2cc(C#N)ccc2C1=Cc1ccc(S(C)=O)cc1. As a reaction SMILES: [C:8](#[N:9])[c:10]1[cH:11][c:12]2[c:16]([cH:17][cH:18]1)[C:15](=[CH:19][c:20]1[cH:21][cH:22][c:23]([S:26][CH3:27])[cH:24][cH:25]1)[C:14]([CH3:28])=[C:13]2[CH2:29][C:30](=[O:31])[OH:32].[CH3:33][OH:34].[CH3:35][C:36](=[O:37])[CH3:38].[I+3:1]([O-:2])([O-:3])([O-:4])[O-:5].[Na+:6].[OH2:7]>>[O:7]=[S:26]([c:23]1[cH:22][cH:21][c:20]([CH:19]=[C:15]2[C:14]([CH3:28])=[C:13]([CH2:29][C:30](=[O:31])[OH:32])[c:12]3[cH:11][c:10]([C:8]#[N:9])[cH:18][cH:17][c:16]32)[cH:25][cH:24]1)[CH3:27].